This data is from the Open Reaction Database (ORD), a public repository of structured organic reaction records. The task is: describe an organic reaction: reactants, conditions, products, and yield The reactants are Fc1ncc(Cl)cc1-c1ccc(Cl)cc1, CC(O)C(F)(F)F, CN(C)C=O. Yields the product CC(Oc1ncc(Cl)cc1-c1ccc(Cl)cc1)C(F)(F)F. As a reaction SMILES: [Cl:8][c:9]1[cH:10][c:11](-[c:16]2[cH:17][cH:18][c:19]([Cl:22])[cH:20][cH:21]2)[c:12]([F:15])[n:13][cH:14]1.[F:1][C:2]([CH:3]([CH3:4])[OH:5])([F:6])[F:7].[O:23]=[CH:24][N:25]([CH3:26])[CH3:27]>>[F:1][C:2]([CH:3]([CH3:4])[O:5][c:12]1[c:11](-[c:16]2[cH:17][cH:18][c:19]([Cl:22])[cH:20][cH:21]2)[cH:10][c:9]([Cl:8])[cH:14][n:13]1)([F:6])[F:7]. Starting materials: C([C@@H]1[C@H]([C@@H]([C@H](C(=O)O1)O)O)O)O (Glucolactone), CO (methanol), C12(C=CC(CC1)C2)NC (Norbornenyl-methylamine), C12(C=CC(CC1)C2)C#N (norbornene carbonitrile), [H-].[H-].[H-].[H-].[Li+].[Al+3] (LiAlH4), CO (methanol). Reaction conditions: time 20 minute. Yields the product O=C([C@H](O)[C@@H](O)[C@H](O)[C@H](O)CO)O.C12C=CC(CC1)C2 (Norbornene-Gluconate). The yield is 70.0%. Reaction SMILES: [CH2:1]([OH:12])[C@H:2]1[O:8][C:6](=[O:7])[C@H:5]([OH:9])[C@@H:4]([OH:10])[C@@H:3]1[OH:11].[C:13]12(NC)[CH2:19][CH:16]([CH2:17][CH2:18]1)[CH:15]=[CH:14]2.C12(C#N)CC(CC1)C=C2.[H-].[H-].[H-].[H-].[Li+].[Al+3].C[OH:38]>>[O:7]=[C:6]([OH:8])[C@@H:5]([C@H:4]([C@@H:3]([C@@H:2]([CH2:1][OH:12])[OH:38])[OH:11])[OH:10])[OH:9].[CH:13]12[CH2:19][CH:16]([CH2:17][CH2:18]1)[CH:15]=[CH:14]2 |f:3.4.5.6.7.8,10.11|. Procedure details: 2 ml methanol was added to a 50 ml flask containing 1 g Glucolactone (Aldrich), the solid does not dissolve initially. By the addition of 0.74 g Norbornenyl-methylamine (prepared in lab by the reduction of norbornene carbonitrile with LiAlH4), it disappeared gradually within 20 minutes. The reaction proceeded overnight at room temperature. After the reaction, methanol was removed on a rotary evaporator, and the product was recrystalized from iPrOH/petroleum ether at −4° C. with a yield greater t... Reactants: [N-]=[N+]=[N-].[Na+] (sodium azide), C(C1=CC=CC=C1)O (benzyl alcohol), O=C1CC(C1)C(=O)O (3-oxocyclobutanecarboxylic acid), C(C(=O)Cl)(=O)Cl (oxalyl chloride), CN(C)C=O (DMF). The reagents and catalysts are [Br-].C(CCC)[N+](CCCC)(CCCC)CCCC (tetrabutylammonium bromide). The solvent is O (water), ClCCl (dichloromethane). Conditions: time 2 hour. Yields the product O=C1CC(C1)NC(OCC1=CC=CC=C1)=O (benzyl 3-oxocyclobutylcarbamate). Isolated yield 432.4%. As a reaction SMILES: [O:1]=[C:2]1[CH2:5][CH:4](C(O)=O)[CH2:3]1.C(Cl)(=O)C(Cl)=O.C[N:16]([CH:18]=[O:19])C.[N-]=[N+]=[N-].[Na+].[CH2:24]([OH:31])[C:25]1[CH:30]=[CH:29][CH:28]=[CH:27][CH:26]=1>ClCCl.O.[Br-].C([N+](CCCC)(CCCC)CCCC)CCC>[O:1]=[C:2]1[CH2:3][CH:4]([NH:16][C:18](=[O:19])[O:31][CH2:24][C:25]2[CH:30]=[CH:29][CH:28]=[CH:27][CH:26]=2)[CH2:5]1 |f:3.4,8.9|. Procedure: To a solution of 3-oxocyclobutanecarboxylic acid (3.34 g, 29.2 mmol) in dichloromethane (29 mL) at 0° C. was added oxalyl chloride (19.0 mL, 38.0 mmol) followed by DMF (0.057 mL, 0.731 mmol). The reaction mixture was stirred for 2 h at room temperature. The reaction mixture was concentrated under reduced pressure and the residue was dissolved in dichloromethane (15 mL). At 0° C., to the resulting solution was added sodium azide (3.23 g, 49.7 mmol) in water (7 mL) followed by tetrabutylammonium b... Reactants: C(C)(C)NC(C)C (diisopropylamine), [Li+].CCC[CH2-] (N-butyllithium), CSC1=NC=CC(=N1)C (2-methylthio-4-methylpyrimidine), CON(C(C1=CC(=CC=C1)C(F)(F)F)=O)C (N-methoxy-N-methyl-3-trifluoromethylbenzamide). Solvent: C1CCOC1 (THF), C1CCOC1 (THF), C1CCOC1 (THF). Reaction conditions: temperature -78 celsius, time 15 minute. Product: CSC1=NC=CC(=N1)CC(=O)C1=CC(=CC=C1)C(F)(F)F (2-(2-Methylthiopyrimidin-4-yl)-1-(3-trifluoromethylphenyl)ethanone). Yield: 80.9%. As a reaction SMILES: C(NC(C)C)(C)C.[Li+].CCC[CH2-].[CH3:13][S:14][C:15]1[N:20]=[C:19]([CH3:21])[CH:18]=[CH:17][N:16]=1.CON(C)[C:25](=[O:36])[C:26]1[CH:31]=[CH:30][CH:29]=[C:28]([C:32]([F:35])([F:34])[F:33])[CH:27]=1>C1COCC1>[CH3:13][S:14][C:15]1[N:20]=[C:19]([CH2:21][C:25]([C:26]2[CH:31]=[CH:30][CH:29]=[C:28]([C:32]([F:33])([F:34])[F:35])[CH:27]=2)=[O:36])[CH:18]=[CH:17][N:16]=1 |f:1.2|. Procedure details: To a solution of diisopropylamine (7.9 mL, 0.056 mole) in THF (100 mL) at -78° C. under argon was added 2.5M N-butyllithium (22.5 mL, 0.056 mole), followed after 5 minutes by a solution of 2-methylthio-4-methylpyrimidine (5.27 g, 0.0376 mole) in THF (20 mL). Upon stirring for 15 min. at -78° C., a solution of N-methoxy-N-methyl-3-trifluoromethylbenzamide (9.63 g, 0.041 mole) in THF (90 mL) was added. The reaction was allowed to warm to 0° C. and then quenched by pouring into water (400 mL) and e... The reactants are COC(=O)Cn1c(C)c(Cc2sccc2S(=O)(=O)c2ccc(F)cc2)c2cc(F)ccc21, CO, Cl, [Na+], C1CCOC1, [OH-]. The product is Cc1c(Cc2sccc2S(=O)(=O)c2ccc(F)cc2)c2cc(F)ccc2n1CC(=O)O. As a reaction SMILES: [CH3:1][O:2][C:3]([CH2:4][n:5]1[c:6]([CH3:31])[c:7]([CH2:15][c:16]2[s:17][cH:18][cH:19][c:20]2[S:21](=[O:22])(=[O:23])[c:24]2[cH:25][cH:26][c:27]([F:30])[cH:28][cH:29]2)[c:8]2[cH:9][c:10]([F:14])[cH:11][cH:12][c:13]12)=[O:32].[CH3:41][OH:42].[ClH:40].[Na+:39].[O:33]1[CH2:34][CH2:35][CH2:36][CH2:37]1.[OH-:38]>>[O:2]=[C:3]([CH2:4][n:5]1[c:6]([CH3:31])[c:7]([CH2:15][c:16]2[s:17][cH:18][cH:19][c:20]2[S:21](=[O:22])(=[O:23])[c:24]2[cH:25][cH:26][c:27]([F:30])[cH:28][cH:29]2)[c:8]2[cH:9][c:10]([F:14])[cH:11][cH:12][c:13]12)[OH:32]. The reactants are BrC=1C=CC=C2C=CC(=NC12)C(=O)O (8-bromoquinoline-2-carboxylic acid), C(C(=O)Cl)(=O)Cl (oxalyl chloride), solution, CO (MeOH), TEA. The reagents and catalysts are CN(C)C=O (DMF). Run in C(Cl)Cl (DCM), C(Cl)Cl (DCM). Run at time 1 hour. Product: BrC=1C=CC=C2C=CC(=NC12)C(=O)OC (methyl 8-bromoquinoline-2-carboxylate). RXN SMILES: [Br:1][C:2]1[CH:3]=[CH:4][CH:5]=[C:6]2[C:11]=1[N:10]=[C:9]([C:12]([OH:14])=[O:13])[CH:8]=[CH:7]2.[C:15](Cl)(=O)C(Cl)=O.CO>C(Cl)Cl.CN(C=O)C>[Br:1][C:2]1[CH:3]=[CH:4][CH:5]=[C:6]2[C:11]=1[N:10]=[C:9]([C:12]([O:14][CH3:15])=[O:13])[CH:8]=[CH:7]2. Reported procedure: A suspension of 8-bromoquinoline-2-carboxylic acid (Princeton Biomolecular Research, Monmouth Junction, N.J.; 2.65 g, 10.51 mmol) in DCM (25 mL) at 0° C. was treated with oxalyl chloride, 2.0 M solution in DCM (10.51 mL, 21.0 mmol), followed by 12 drops of DMF. The ice bath was removed, the mixture was stirred at RT for 1 h, becoming completely soluble during that time. The reaction mixture was then concentrated in vacuo and the residue was dissolved in DCM (50 mL) and cooled to 0° C. MeOH (1.7 ... Starting materials: [C-]#N, Cc1oc(C(C)(C)C)nc1CCl, CS(C)=O, [Na+]. Yields the product Cc1oc(C(C)(C)C)nc1CC#N. Reaction SMILES: [C-:1]#[N:2].[C:4]([CH3:5])([CH3:6])([CH3:7])[c:8]1[o:9][c:10]([CH3:15])[c:11]([CH2:13][Cl:14])[n:12]1.[CH3:16][S:17]([CH3:18])=[O:19].[Na+:3]>>[C:1](#[N:2])[CH2:13][c:11]1[c:10]([CH3:15])[o:9][c:8]([C:4]([CH3:5])([CH3:6])[CH3:7])[n:12]1.